This data is from the Open Reaction Database (ORD), a public repository of structured organic reaction records. The task is: describe an organic reaction: reactants, conditions, products, and yield Reactants: C(C=1C(N)=CC=CC1)(=O)O (anthranilic acid), C(C)(C)N(C(C)C)CC (N,N-diisopropylethylamine), ClC1=NC=C(C(=N1)Cl)[N+](=O)[O-] (2,4-dichloro-5-nitropyrimidine). Solvent: C1CCOC1 (THF), C1CCOC1 (THF). Run at time 2 hour. Product: ClC1=NC=C(C(=N1)NC1=C(C(=O)O)C=CC=C1)[N+](=O)[O-] (2-[(2-chloro-5-nitropyrimidin-4-yl)amino]benzoic acid). The yield is 41.7%. As a reaction SMILES: [Cl:1][C:2]1[N:7]=[C:6](Cl)[C:5]([N+:9]([O-:11])=[O:10])=[CH:4][N:3]=1.[C:12]([OH:21])(=[O:20])[C:13]1[C:14](=[CH:16][CH:17]=[CH:18][CH:19]=1)[NH2:15].C(N(CC)C(C)C)(C)C>C1COCC1>[Cl:1][C:2]1[N:7]=[C:6]([NH:15][C:14]2[CH:16]=[CH:17][CH:18]=[CH:19][C:13]=2[C:12]([OH:21])=[O:20])[C:5]([N+:9]([O-:11])=[O:10])=[CH:4][N:3]=1. Procedure: To a cooled (−78° C.) solution of 2,4-dichloro-5-nitropyrimidine (0.53 g, 2.75 mmol) in THF (2 mL) was added a solution of anthranilic acid (0.37 g, 2.50 mmol) and N,N-diisopropylethylamine (0.5 mL, 3.0 mmol) in THF (2.0 mL). The reaction was stirred for 2.0 hours. The reaction was then poured onto ice and allowed to warm to room temperature then was filtered. The isolated solid was dried under vacuum, then recrystallized from hot ethyl acetate and cold hexane to give 2-[(2-chloro-5-nitropyrimid... Starting materials: C(C=1C(C(=O)Cl)=CC=CC1)(=O)Cl (phthaloyl dichloride), NC=1SC=C(N1)C(C(=O)OCC)=C1C(N(C(S1)=S)CC(=O)O)=O (5-[1-(2-aminothiazol-4-yl)-1-ethoxycarbonylmethylene]rhodanine-3-acetic acid). Solvent: O1CCCC1 (tetrahydrofuran). Conditions: temperature 60 celsius, time 6 hour. Yields the product O.C(C)OC(=O)C(C=1N=C(SC1)N1C(C=2C(C1=O)=CC=CC2)=O)=C2C(N(C(S2)=S)CC(=O)O)=O.C(C)OC(=O)C(C=2N=C(SC2)N2C(C=1C(C2=O)=CC=CC1)=O)=C1C(N(C(S1)=S)CC(=O)O)=O (5-[1-Ethoxycarbonyl-l-(2-phthalimidothiazol-4-Y1)methylene]rhodanine-3-acetic acid hemihydrate). As a reaction SMILES: [C:1](Cl)(=[O:11])[C:2]1[C:3](=[CH:7][CH:8]=[CH:9][CH:10]=1)[C:4](Cl)=[O:5].[NH2:13][C:14]1[S:15][CH:16]=[C:17]([C:19](=[C:25]2[S:29][C:28](=[S:30])[N:27]([CH2:31][C:32]([OH:34])=[O:33])[C:26]2=[O:35])[C:20]([O:22][CH2:23][CH3:24])=[O:21])[N:18]=1>O1CCCC1>[OH2:5].[CH2:23]([O:22][C:20]([C:19](=[C:25]1[S:29][C:28](=[S:30])[N:27]([CH2:31][C:32]([OH:34])=[O:33])[C:26]1=[O:35])[C:17]1[N:18]=[C:14]([N:13]2[C:4](=[O:5])[C:3]3=[CH:7][CH:8]=[CH:9][CH:10]=[C:2]3[C:1]2=[O:11])[S:15][CH:16]=1)=[O:21])[CH3:24].[CH2:23]([O:22][C:20]([C:19](=[C:25]1[S:29][C:28](=[S:30])[N:27]([CH2:31][C:32]([OH:34])=[O:33])[C:26]1=[O:35])[C:17]1[N:18]=[C:14]([N:13]2[C:4](=[O:5])[C:3]3=[CH:7][CH:8]=[CH:9][CH:10]=[C:2]3[C:1]2=[O:11])[S:15][CH:16]=1)=[O:21])[CH3:24] |f:3.4.5|. Procedure: 0.7 g of phthaloyl dichloride was added dropwise under ice-cooling to a solution of 1.19 g of 5-[1-(2-aminothiazol-4-yl)-1-ethoxycarbonylmethylene]rhodanine-3-acetic acid in 8 ml of tetrahydrofuran. The resulting mixture was stirred for 6 hours under ice-cooling and then heated at 60° C. for 4 hours. The crystals which precipitated out after cooling were collected by filtration and recrystallized from ethanol. The resulting product was a yellow powder having the following physical properties. Reactants: CCOC(=O)C(NC(=O)c1ccc(N2CCC(NCC(O)c3ccc(O)c(NS(C)(=O)=O)c3)CC2)cc1)C(C)C, [Na+], [OH-]. Yields the product CC(C)C(NC(=O)c1ccc(N2CCC(NCC(O)c3ccc(O)c(NS(C)(=O)=O)c3)CC2)cc1)C(=O)O. RXN SMILES: [CH2:1]([CH3:2])[O:3][C:4]([CH:5]([CH:6]([CH3:7])[CH3:8])[NH:9][C:10]([c:11]1[cH:12][cH:13][c:14]([N:17]2[CH2:18][CH2:19][CH:20]([NH:23][CH2:24][CH:25]([c:26]3[cH:27][c:28]([NH:33][S:34](=[O:35])(=[O:36])[CH3:37])[c:29]([OH:32])[cH:30][cH:31]3)[OH:38])[CH2:21][CH2:22]2)[cH:15][cH:16]1)=[O:39])=[O:40].[Na+:42].[OH-:41]>>[O:3]=[C:4]([CH:5]([CH:6]([CH3:7])[CH3:8])[NH:9][C:10]([c:11]1[cH:12][cH:13][c:14]([N:17]2[CH2:18][CH2:19][CH:20]([NH:23][CH2:24][CH:25]([c:26]3[cH:27][c:28]([NH:33][S:34](=[O:35])(=[O:36])[CH3:37])[c:29]([OH:32])[cH:30][cH:31]3)[OH:38])[CH2:21][CH2:22]2)[cH:15][cH:16]1)=[O:39])[OH:40]. Yields the product C(C(C)C)NC([C@@H](NC(=O)OCC1=CC=CC=C1)C)=O (Benzyloxycarbonyl Alanine Isobutylamide). Reaction SMILES: C(O[C:4](Cl)([CH2:6][CH3:7])C)=O.[CH2:9]([O:16][C:17]([NH:19][C@H:20]([C:22]([OH:24])=O)[CH3:21])=[O:18])[C:10]1[CH:15]=[CH:14][CH:13]=[CH:12][CH:11]=1.[CH2:25]([N:27]1CCCCC1)C>C(Cl)Cl>[CH2:25]([NH:27][C:22](=[O:24])[C@H:20]([CH3:21])[NH:19][C:17]([O:16][CH2:9][C:10]1[CH:11]=[CH:12][CH:13]=[CH:14][CH:15]=1)=[O:18])[CH:6]([CH3:4])[CH3:7]. Procedure: 14 ml of chloro-sec. butyl formate added at -10 degrees C. to a solution of 23 grams of benzyloxycarbonyl alanine in 200 ml of methylene chloride and 14 ml of N-ethyl piperidine, 20.7 g of a product having a melting point of 109 to 111 degrees C. was obtained by the procedure described in Example 1 by crystallization from 60 ml of ethyl acetate and 200 ml of petroleum ether [α]D20 8.7 degrees (c 0.3; dimethylformamide). Run in C(Cl)Cl (methylene chloride). Reactants: C(=O)OC(C)(CC)Cl (chloro-sec. butyl formate), C(C)N1CCCCC1 (N-ethyl piperidine), C(C1=CC=CC=C1)OC(=O)N[C@@H](C)C(=O)O (benzyloxycarbonyl alanine), product. Reactants: F (hydrogen fluoride), NC=1C(=NC=C(C1)Cl)Cl (3-amino-2,5-dichloropyridine), N(=O)[O-].[Na+] (sodium nitrite), [F-].[K+] (potassium fluoride). The reagents and catalysts are [Br-].C(CCC)[N+](CCCC)(CCCC)CCCC (tetrabutylammonium bromide). Solvent: S1(=O)(=O)CCCC1 (sulfolane), S1(=O)(=O)CCCC1 (sulfolane), S1(=O)(=O)CCCC1 (sulfolane). Reaction conditions: temperature 179 celsius, time 2 hour. The product is ClC=1C=C(C(=NC1)F)F (5-chloro-2,3-difluoropyridine). RXN SMILES: [FH:1].N[C:3]1[C:4](Cl)=[N:5][CH:6]=[C:7]([Cl:9])[CH:8]=1.N([O-])=O.[Na+].[F-:15].[K+]>S1(CCCC1)(=O)=O.[Br-].C([N+](CCCC)(CCCC)CCCC)CCC>[Cl:9][C:7]1[CH:8]=[C:3]([F:15])[C:4]([F:1])=[N:5][CH:6]=1 |f:2.3,4.5,7.8|. Reported procedure: A 500 ml polytetrafluoroethylene reactor equipped with stirrer, thermometer and reflux condenser is charged with 120 g of hydrogen fluoride. A solution of 40.7 g (0.25 mol) of 3-amino-2,5-dichloropyridine in 100 ml of sulfolane is added dropwise at a temperature in the range from 0° C. to +10° C. Then 20.7 g (0.3 mol) of sodium nitrite are introduced into this solution at +50° C. The resultant nitrogen is removed from the reactor through reflux condenser. Gas evolution ceases after 2 hours at +5... Starting materials: OC=1C=CC=C2C=CC=NC12 (8-hydroxyquinoline), O.O.C(C)(=O)[O-].[Zn+2].C(C)(=O)[O-] (Zinc acetate dihydrate). Solvent: CO (methanol). Product: C1=CC2=C(C(=C1)[O-])N=CC=C2.C1=CC2=C(C(=C1)[O-])N=CC=C2.[Zn+2] (bis(8-hydroxyquinolinato)zinc). The yield is 89.4%. Reaction SMILES: O.O.C([O-])(=O)C.[Zn+2:7].C([O-])(=O)C.[OH:12][C:13]1[CH:14]=[CH:15][CH:16]=[C:17]2[C:22]=1[N:21]=[CH:20][CH:19]=[CH:18]2>CO>[CH:15]1[CH:14]=[C:13]([O-:12])[C:22]2[N:21]=[CH:20][CH:19]=[CH:18][C:17]=2[CH:16]=1.[CH:15]1[CH:14]=[C:13]([O-:12])[C:22]2[N:21]=[CH:20][CH:19]=[CH:18][C:17]=2[CH:16]=1.[Zn+2:7] |f:0.1.2.3.4,7.8.9|. Reported procedure: Zinc acetate dihydrate (1.0 g) was dissolved in 75 ml. of hot methanol and 1.4 g of 8-hydroxyquinoline was added to the homogeneous solution. A yellow precipitate formed after a few minutes and the solution was stirred at reflux for 3 hours. The solution was allowed to cool and the precipitate was isolated by filtration and washed with methanol and petroleum ether. After air drying, 1.44 g of bis(8-hydroxyquinolinato)zinc was obtained as a bright yellow solid. Starting materials: C[P+](C)(C)CC#N, CCC#N, CCN(C(C)C)C(C)C, CCNC(=O)c1ccc(N2CCNCC2)c(Cl)c1, Cl, [I-], O=C1Nc2cc(CO)cnc2N2CCCC12. Yields the product CCNC(=O)c1ccc(N2CCN(Cc3cnc4c(c3)NC(=O)C3CCCN43)CC2)c(Cl)c1. Reaction SMILES: [C:37]([CH2:38][P+:39]([CH3:40])([CH3:41])[CH3:42])#[N:43].[C:53](#[N:54])[CH2:55][CH3:56].[CH:44]([N:45]([CH2:46][CH3:47])[CH:48]([CH3:49])[CH3:50])([CH3:51])[CH3:52].[Cl:18][c:19]1[cH:20][c:21]([C:22](=[O:23])[NH:24][CH2:25][CH3:26])[cH:27][cH:28][c:29]1[N:30]1[CH2:31][CH2:32][NH:33][CH2:34][CH2:35]1.[ClH:17].[I-:36].[OH:1][CH2:2][c:3]1[cH:4][c:5]2[c:10]([n:11][cH:12]1)[N:9]1[CH:8]([C:7](=[O:16])[NH:6]2)[CH2:15][CH2:14][CH2:13]1>>[CH2:2]([c:3]1[cH:4][c:5]2[c:10]([n:11][cH:12]1)[N:9]1[CH:8]([C:7](=[O:16])[NH:6]2)[CH2:15][CH2:14][CH2:13]1)[N:33]1[CH2:32][CH2:31][N:30]([c:29]2[c:19]([Cl:18])[cH:20][c:21]([C:22](=[O:23])[NH:24][CH2:25][CH3:26])[cH:27][cH:28]2)[CH2:35][CH2:34]1.